Dataset: the Open Reaction Database (ORD), a public repository of structured organic reaction records. Task: describe an organic reaction: reactants, conditions, products, and yield Starting materials: C(C1=CC=CC=C1)OC1=C(C=CC(=C1)N(CCCCO)CCCC)C=CC1=CC=C(S1)C=O (5-[2-[2-benzyloxy-4-[butyl(4-hydroxybutyl)amino]phenyl]vinyl]thiophene-2-carboaldehyde), C(#N)C=1C(OC(C1C)(C)C)=C(C#N)C#N (2-(3-cyano-4,5,5-trimethyl-2(5H)-furanylidene)propanedinitrile), C(C)(=O)[O-].[NH4+] (ammonium acetate). Run in C(C)O (ethanol), O1CCCC1 (tetrahydrofuran). Run at time 90 minute. The product is C(C1=CC=CC=C1)OC1=C(C=CC(=C1)N(CCCCO)CCCC)C=CC1=CC=C(S1)C=CC1=C(C(OC1(C)C)=C(C#N)C#N)C#N (2-[4-[2-[5-[2-[2-benzyloxy-4-[butyl(4-hydroxybutyl)amino]phenyl]vinyl]thiophene-2-yl]vinyl]-3-cyano-5,5-dimethyl-2(5H)-furanylidene]propanedinitrile). Yield: 56.4%. As a reaction SMILES: [CH2:1]([O:8][C:9]1[CH:14]=[C:13]([N:15]([CH2:21][CH2:22][CH2:23][CH3:24])[CH2:16][CH2:17][CH2:18][CH2:19][OH:20])[CH:12]=[CH:11][C:10]=1[CH:25]=[CH:26][C:27]1[S:31][C:30]([CH:32]=O)=[CH:29][CH:28]=1)[C:2]1[CH:7]=[CH:6][CH:5]=[CH:4][CH:3]=1.[C:34]([C:36]1[C:37](=[C:44]([C:47]#[N:48])[C:45]#[N:46])[O:38][C:39]([CH3:43])([CH3:42])[C:40]=1[CH3:41])#[N:35].C([O-])(=O)C.[NH4+]>C(O)C.O1CCCC1>[CH2:1]([O:8][C:9]1[CH:14]=[C:13]([N:15]([CH2:21][CH2:22][CH2:23][CH3:24])[CH2:16][CH2:17][CH2:18][CH2:19][OH:20])[CH:12]=[CH:11][C:10]=1[CH:25]=[CH:26][C:27]1[S:31][C:30]([CH:32]=[CH:41][C:40]2[C:39]([CH3:42])([CH3:43])[O:38][C:37](=[C:44]([C:45]#[N:46])[C:47]#[N:48])[C:36]=2[C:34]#[N:35])=[CH:29][CH:28]=1)[C:2]1[CH:3]=[CH:4][CH:5]=[CH:6][CH:7]=1 |f:2.3|. Procedure: In 7 ml of ethanol and 2 ml of tetrahydrofuran were dissolved 218 mg (0.47 mmol) of 5-[2-[2-benzyloxy-4-[butyl(4-hydroxybutyl)amino]phenyl]vinyl]thiophene-2-carboaldehyde and 103 mg (0.52 mmol) of 2-(3-cyano-4,5,5-trimethyl-2(5H)-furanylidene)propanedinitrile. To this mixture was added 40 mg (0.52 mmol) of ammonium acetate, and the mixture was stirred at room temperature for 90 minutes. The precipitate was separated by filtration, purified by silica gel column chromatography and washed with meth...